Dataset: the Open Reaction Database (ORD), a public repository of structured organic reaction records. Task: describe an organic reaction: reactants, conditions, products, and yield Product: COC=1C=C2C(=CN(C2=C(C1)C)CCC1=CC=CC=C1)C1CCN(CC1)C (5-Methoxy-7-methyl-3-(1-methylpiperdin-4-yl)-1-phenethyl-1H-indole). Isolated yield 14.7%. Procedure: By a method similar to Preparation 26, using 5-methoxy-7-methyl-3-(1-methylpiperidin-4-yl)-1H-indole (5.81 mmol, 1.50 g), 35% potassium hydride (5.81 mmol, 0.665 g), toluene-4-sulfonic acid phenethyl ester (5.81 mmole, 1.60 g), additional 18-crown-6 (5.22 mmol,1.38 g) and additional toluene-4-sulfonic acid phenethyl ester (2.90 mmole, 0.802 g) were added to afford 0.31 g (15%) of the title compound: mass spectrum (ion spray): m/z=363 (M+1). Reactants: COC=1C=C2C(=CNC2=C(C1)C)C1CCN(CC1)C (5-methoxy-7-methyl-3-(1-methylpiperidin-4-yl)-1H-indole), C1COCCOCCOCCOCCOCCO1 (18-crown-6), C(CC1=CC=CC=C1)OS(=O)(=O)C1=CC=C(C=C1)C (toluene-4-sulfonic acid phenethyl ester), [H-].[K+] (potassium hydride), C(CC1=CC=CC=C1)OS(=O)(=O)C1=CC=C(C=C1)C (toluene-4-sulfonic acid phenethyl ester). Reaction SMILES: [CH3:1][O:2][C:3]1[CH:4]=[C:5]2[C:9](=[C:10]([CH3:12])[CH:11]=1)[NH:8][CH:7]=[C:6]2[CH:13]1[CH2:18][CH2:17][N:16]([CH3:19])[CH2:15][CH2:14]1.[H-].[K+].[CH2:22](OS(C1C=CC(C)=CC=1)(=O)=O)[CH2:23][C:24]1[CH:29]=[CH:28][CH:27]=[CH:26][CH:25]=1.C1OCCOCCOCCOCCOCCOC1>>[CH3:1][O:2][C:3]1[CH:4]=[C:5]2[C:9](=[C:10]([CH3:12])[CH:11]=1)[N:8]([CH2:22][CH2:23][C:24]1[CH:29]=[CH:28][CH:27]=[CH:26][CH:25]=1)[CH:7]=[C:6]2[CH:13]1[CH2:14][CH2:15][N:16]([CH3:19])[CH2:17][CH2:18]1 |f:1.2|. The reactants are ClC=1N=C(C2=C(N1)N(C=C2)S(=O)(=O)C2=CC=C(C=C2)C)NC2=C(C(=O)N)C=C(C=C2)F (2-({2-chloro-7-[(4-methylphenyl)sulfonyl]-7H-pyrrolo[2,3-d]pyrimidin-4-yl}amino)-5-fluorobenzamide), CC(C)N1CCN(CC1)C1=CC(=C(N)C=C1)OC (4-[4-(1-methylethyl)-1-piperazinyl]-2-(methyloxy)aniline), [I-].[K+] (potassium iodide), Cl (hydrochloric acid), solution, C([O-])(O)=O.[Na+] (sodium bicarbonate). Solvent: ClCCl (dichloromethane), dioxanes. Product: FC=1C=C2C(N3C(=NC2=CC1)C1=C(N=C3NC3=C(C=C(C=C3)N3CCN(CC3)C(C)C)OC)N(C=C1)S(=O)(=O)C1=CC=C(C=C1)C)=O (9-fluoro-5-{[4-[4-(1-methylethyl)-1-piperazinyl]-2-(methyloxy)phenyl]amino}-3-[(4-methylphenyl)sulfonyl]pyrrolo[2′,3′:4,5]pyrimido[6,1-b]quinazolin-7(3H)-one). Isolated yield 76.2%. Reaction SMILES: Cl[C:2]1[N:3]=[C:4]([NH:21][C:22]2[CH:30]=[CH:29][C:28]([F:31])=[CH:27][C:23]=2[C:24](N)=[O:25])[C:5]2[CH:10]=[CH:9][N:8]([S:11]([C:14]3[CH:19]=[CH:18][C:17]([CH3:20])=[CH:16][CH:15]=3)(=[O:13])=[O:12])[C:6]=2[N:7]=1.[CH3:32][CH:33]([N:35]1[CH2:40][CH2:39][N:38]([C:41]2[CH:47]=[CH:46][C:44]([NH2:45])=[C:43]([O:48][CH3:49])[CH:42]=2)[CH2:37][CH2:36]1)[CH3:34].[I-].[K+].Cl.C(=O)(O)[O-].[Na+]>ClCCl>[F:31][C:28]1[CH:27]=[C:23]2[C:22](=[CH:30][CH:29]=1)[N:21]=[C:4]1[C:5]3[CH:10]=[CH:9][N:8]([S:11]([C:14]4[CH:19]=[CH:18][C:17]([CH3:20])=[CH:16][CH:15]=4)(=[O:12])=[O:13])[C:6]=3[N:7]=[C:2]([NH:45][C:44]3[CH:46]=[CH:47][C:41]([N:38]4[CH2:39][CH2:40][N:35]([CH:33]([CH3:32])[CH3:34])[CH2:36][CH2:37]4)=[CH:42][C:43]=3[O:48][CH3:49])[N:3]1[C:24]2=[O:25] |f:2.3,5.6|. Reported procedure: To a pressurized vessel was added 2-({2-chloro-7-[(4-methylphenyl)sulfonyl]-7H-pyrrolo[2,3-d]pyrimidin-4-yl}amino)-5-fluorobenzamide (3.0 g, 6.54 mmol), 4-[4-(1-methylethyl)-1-piperazinyl]-2-(methyloxy)aniline (2.11 g, 8.5 mmol), potassium iodide (<10 mg) and hydrochloric acid as a 4.0M solution in dioxanes (ca 10 mL). The resulting suspension was stirred until all solids had completely dissolved (24 hr.) The reaction was poured into into saturated sodium bicarbonate and diluted with dichloromet... Starting materials: C1(CCCCC1)C[C@@H](C(C=1SC=CN1)=O)NC(OC(C)(C)C)=O ((S)-[1-(Cyclohexylmethyl)-2-oxo-2-(2-thiazolyl)ethyl]carbamic acid, 1,1-dimethylethyl ester), [BH4-].[Na+] (Sodium borohydride). Reported procedure: The product from part (c) (2.73 g., 8.07 mmole) is dissolved in absolute ethanol (50 ml.) and cooled to 5°. Sodium borohydride (0.6 g., 16.14 mmole) is added portionwise and the reaction mixture is stirred for one hour, diluted with ether (200 ml.), and quenched with 1N HCl to pH 1. The organic layer is separated, washed twice with water and brine, dried (MgSO4), and concentrated in vacuo. The two isomers are separated by flash chromatography on silica gel (Merck, 300 g.) eluting with ethyl acet... Run at time 1 hour. The solvent is C(C)O (ethanol), CCOCC (ether). RXN SMILES: [CH:1]1([CH2:7][C@H:8]([NH:16][C:17](=[O:23])[O:18][C:19]([CH3:22])([CH3:21])[CH3:20])[C:9](=[O:15])[C:10]2[S:11][CH:12]=[CH:13][N:14]=2)[CH2:6][CH2:5][CH2:4][CH2:3][CH2:2]1.[BH4-].[Na+]>C(O)C.CCOCC>[CH:1]1([CH2:7][C@H:8]([NH:16][C:17](=[O:23])[O:18][C:19]([CH3:21])([CH3:20])[CH3:22])[C@@H:9]([OH:15])[C:10]2[S:11][CH:12]=[CH:13][N:14]=2)[CH2:6][CH2:5][CH2:4][CH2:3][CH2:2]1 |f:1.2|. Yields the product C1(CCCCC1)C[C@@H]([C@H](C=1SC=CN1)O)NC(OC(C)(C)C)=O ((1S,2R)-[1-(Cyclohexylmethyl)-2-hydroxy-2-(2-thiazolyl)ethyl]carbamic acid, 1,1-dimethylethyl ester). Reactants: CN(C)C1(c2cccc(F)c2)CCC(=CC(=O)NCCCc2ccccc2)CC1, C[Si](C)(C)Cl, CCC(C)=O. Yields the product CN(C)C1(c2cccc(F)c2)CCC(=CC(=O)NCCCc2ccccc2)CC1, Cl. Reaction SMILES: [CH3:1][N:2]([C:3]1([c:22]2[cH:23][c:24]([F:28])[cH:25][cH:26][cH:27]2)[CH2:4][CH2:5][C:6](=[CH:9][C:10](=[O:11])[NH:12][CH2:13][CH2:14][CH2:15][c:16]2[cH:17][cH:18][cH:19][cH:20][cH:21]2)[CH2:7][CH2:8]1)[CH3:29].[CH3:30][Si:31]([Cl:32])([CH3:33])[CH3:34].[CH3:35][C:36]([CH2:37][CH3:38])=[O:39]>>[CH3:1][N:2]([C:3]1([c:22]2[cH:23][c:24]([F:28])[cH:25][cH:26][cH:27]2)[CH2:4][CH2:5][C:6](=[CH:9][C:10](=[O:11])[NH:12][CH2:13][CH2:14][CH2:15][c:16]2[cH:17][cH:18][cH:19][cH:20][cH:21]2)[CH2:7][CH2:8]1)[CH3:29].[ClH:32]. Starting materials: O1CCOC12C(CCCC2)C(=O)N2CCOCC2 ((1,4-dioxa-spiro[4.5]dec-6-yl)-morpholin-4-yl-methanone). The reagents and catalysts are S(O)(O)(=O)=O (sulfuric acid). Run in C(C)O (ethanol), C(C)(=O)OCC (ethyl acetate). Run at temperature 80 celsius. The product is N1(CCOCC1)C(=O)C1C(CCCC1)=O (2-(Morpholine-4-carbonyl)-cyclohexanone). Isolated yield 35.0%. Reaction SMILES: O1[C:5]2([CH2:10][CH2:9][CH2:8][CH2:7][CH:6]2[C:11]([N:13]2[CH2:18][CH2:17][O:16][CH2:15][CH2:14]2)=[O:12])[O:4]CC1>C(O)C.S(=O)(=O)(O)O.C(OCC)(=O)C>[N:13]1([C:11]([CH:6]2[CH2:7][CH2:8][CH2:9][CH2:10][C:5]2=[O:4])=[O:12])[CH2:14][CH2:15][O:16][CH2:17][CH2:18]1. Reported procedure: To a solution of (1,4-dioxa-spiro[4.5]dec-6-yl)-morpholin-4-yl-methanone (59 mg, 0.23 mmol) in 60% aqueous ethanol (1.1 mL) were added 2 drops of conc. sulfuric acid (20 uL) and the mixture was heated to 80° C. for 2 h. The mixture was cooled to 20° C., diluted with ethyl acetate (20 mL) and washed with saturated aqueous sodium carbonate solution (10 mL), and with brine (10 mL). The organic layer was dried over sodium sulfate and evaporated under reduced pressure to give the title compound (17 m... The reactants are FC1=C(C=CC=C1)C1C(CC(N1C(CNC(=O)NC1=CC(=CC=C1)CC(=O)OC)=O)C(NCC(C)C)=O)S(=O)(=O)C1=CC=CC=C1 ((2RS,4SR,5RS)-5-(2-flurophenyl)-2-isobutylcarbamoyl-1-{2-[3-(3-(methoxycarbonylmethyl)phenyl)ureido]acetyl}-4-(phenylsulphonyl)pyrrolidine), [OH-].[K+] (potassium hydroxide). The solvent is O (water), CO (methanol). The product is FC1=C(C=CC=C1)C1C(CC(N1C(CNC(NC=1C=C(C=CC1)CC(=O)O)=O)=O)C(NCC(C)C)=O)S(=O)(=O)C1=CC=CC=C1 ((2RS,4SR,5RS)-3-{3-[2-(5-(2-fluorophenyl)-2-isobutylcarbamoyl-4-phenylsulphonyl-1-pyrrolidinyl)-2-oxoethyl]ureido}phenylacetic acid). The yield is 50.1%. Reaction SMILES: [F:1][C:2]1[CH:7]=[CH:6][CH:5]=[CH:4][C:3]=1[CH:8]1[N:12]([C:13](=[O:30])[CH2:14][NH:15][C:16]([NH:18][C:19]2[CH:24]=[CH:23][CH:22]=[C:21]([CH2:25][C:26]([O:28]C)=[O:27])[CH:20]=2)=[O:17])[CH:11]([C:31](=[O:37])[NH:32][CH2:33][CH:34]([CH3:36])[CH3:35])[CH2:10][CH:9]1[S:38]([C:41]1[CH:46]=[CH:45][CH:44]=[CH:43][CH:42]=1)(=[O:40])=[O:39].[OH-].[K+]>O.CO>[F:1][C:2]1[CH:7]=[CH:6][CH:5]=[CH:4][C:3]=1[CH:8]1[N:12]([C:13](=[O:30])[CH2:14][NH:15][C:16](=[O:17])[NH:18][C:19]2[CH:20]=[C:21]([CH2:25][C:26]([OH:28])=[O:27])[CH:22]=[CH:23][CH:24]=2)[CH:11]([C:31](=[O:37])[NH:32][CH2:33][CH:34]([CH3:36])[CH3:35])[CH2:10][CH:9]1[S:38]([C:41]1[CH:42]=[CH:43][CH:44]=[CH:45][CH:46]=1)(=[O:39])=[O:40] |f:1.2|. Reported procedure: A The reaction is carried out in a way analogous to that described in Example 3, but from 3.75 g of (2RS,4SR,5RS)-5-(2-flurophenyl)-2-isobutylcarbamoyl-1-{2-[3-(3-(methoxycarbonylmethyl)phenyl)ureido]acetyl}-4-(phenylsulphonyl)pyrrolidine and 0.32 g of potassium hydroxide in a mixture of 55 cm3 of distilled water and 140 cm3 of methanol. After treatment, there are obtained 1.84 g of (2RS,4SR,5RS)-3-{3-[2-(5-(2-fluorophenyl)-2-isobutylcarbamoyl-4-phenylsulphonyl-1-pyrrolidinyl)-2-oxoethyl]ureido}...